describe an organic reaction: reactants, conditions, products, and yield From a dataset of the Open Reaction Database (ORD), a public repository of structured organic reaction records. The reactants are CC(C)O, O=S(=O)(Cl)c1cnc(Cl)c(Cl)c1, [NH4+], [OH-]. The product is NS(=O)(=O)c1cnc(Cl)c(Cl)c1. As a reaction SMILES: [CH:15]([OH:16])([CH3:17])[CH3:18].[Cl:1][c:2]1[cH:3][c:4]([S:9](=[O:10])(=[O:11])[Cl:12])[cH:5][n:6][c:7]1[Cl:8].[NH4+:14].[OH-:13]>>[Cl:1][c:2]1[cH:3][c:4]([S:9](=[O:10])(=[O:11])[NH2:14])[cH:5][n:6][c:7]1[Cl:8].